This data is from the Open Reaction Database (ORD), a public repository of structured organic reaction records. The task is: describe an organic reaction: reactants, conditions, products, and yield The reactants are C(C)(=O)OCC (ethyl acetate), C1(CC1)C(=O)C1=C(C=CC=C1)N (o-aminophenyl cyclopropyl ketone), [H-].[Al+3].[Li+].[H-].[H-].[H-] (lithium aluminum hydride). Run in hexanes, O1CCCC1 (tetrahydrofuran), O1CCCC1 (tetrahydrofuran). Run at temperature 0 celsius, time 2 hour. The product is NC1=C(C(C2CC2)O)C=CC=C1 (o-Amino-α-cyclopropylbenzyl alcohol). Yield: 63.7%. RXN SMILES: [CH:1]1([C:4]([C:6]2[CH:11]=[CH:10][CH:9]=[CH:8][C:7]=2[NH2:12])=[O:5])[CH2:3][CH2:2]1.[H-].[Al+3].[Li+].[H-].[H-].[H-].C(OCC)(=O)C>O1CCCC1>[NH2:12][C:7]1[CH:8]=[CH:9][CH:10]=[CH:11][C:6]=1[CH:4]([OH:5])[CH:1]1[CH2:3][CH2:2]1 |f:1.2.3.4.5.6|. Reported procedure: To a solution of o-aminophenyl cyclopropyl ketone (7.78 g, 48.3 mmol) in tetrahydrofuran at 0° C. is added 29 mL of a 1.0M lithium aluminum hydride solution in tetrahydrofuran. The reaction mixture is stirred at 0° C. for 2 hours, warmed to and stirred at room temperature for 16 hours, quenched with saturated ammonium chloride solution and extracted with ethyl acetate. The combined organic extracts are dried over anhydrous sodium sulfate and concentrated in vacuo to obtain a residue. Flash colum... The reactants are BrC1=CN=C2N1C=CC(=N2)C(F)(F)F (3-Bromo-7-trifluoromethylimidazo[1,2-α]pyrimidine), CC1(COB(OC1)C=1C=CC(=C(C1)N1C=CC=C1)F)C (1-[5-(5,5-dimethyl-[1,3,2]dioxaborinan-2-yl)-2-fluorophenyl]-1H-pyrrole). Product: FC1=C(C=C(C=C1)C1=CN=C2N1C=CC(=N2)C(F)(F)F)N2C=CC=C2 (3-[4-fluoro-3-(pyrrol-1-yl)phenyl]-7-trifluoromethylimidazo[1,2-α]pyrimidine). RXN SMILES: Br[C:2]1[N:6]2[CH:7]=[CH:8][C:9]([C:11]([F:14])([F:13])[F:12])=[N:10][C:5]2=[N:4][CH:3]=1.CC1(C)COB([C:22]2[CH:23]=[CH:24][C:25]([F:33])=[C:26]([N:28]3[CH:32]=[CH:31][CH:30]=[CH:29]3)[CH:27]=2)OC1>>[F:33][C:25]1[CH:24]=[CH:23][C:22]([C:2]2[N:6]3[CH:7]=[CH:8][C:9]([C:11]([F:14])([F:13])[F:12])=[N:10][C:5]3=[N:4][CH:3]=2)=[CH:27][C:26]=1[N:28]1[CH:32]=[CH:31][CH:30]=[CH:29]1. Procedure: 3-Bromo-7-trifluoromethylimidazo[1,2-α]pyrimidine was coupled to 1-[5-(5,5-dimethyl-[1,3,2]dioxaborinan-2-yl)-2-fluorophenyl]-1H-pyrrole by the method of Example 65 to furnish 3-[4-fluoro-3-(pyrrol-1-yl)phenyl]-7-trifluoromethylimidazo[1,2-α]pyrimidine: δH (400 MHz, DMSO) 9.37 (1H, d, J 7), 8.33 (1H, s), 7.97 (1H, d, J 8 and 2), 7.75-7.62 (2H, m), 7.52 (1H, d, J 7), 7.30 (2H, q, J 2), 6.32 (2H, t, J 2); m/z (ES+) 347 (M+H+). Reactants: O (water), N1CCC(CC1)NC(=O)C=1C(=CC=CC1)C1=CC=C(C=C1)C(F)(F)F (4′-trifluoromethyl-biphenyl-2-carboxylic acid-piperidin-4-yl-amide), BrCCCC(CC(=O)OC)(C1=CC=CC=C1)C (methyl 5-bromo-2-methyl-2-phenyl-pentanecarboxylate), C([O-])([O-])=O.[K+].[K+] (potassium carbonate). The solvent is CN(C=O)C (dimethylformamide). Run at temperature 90 celsius, time 72 hour. Yields the product CC(CC(=O)OC)(CCCN1CCC(CC1)NC(=O)C=1C(=CC=CC1)C1=CC=C(C=C1)C(F)(F)F)C1=CC=CC=C1 (methyl 2-methyl-2-phenyl-5-{4-[(4′-trifluoromethyl-biphenyl-2-carbonyl)-amino]-piperidin-1-yl}-pentanecarboxylate). RXN SMILES: [NH:1]1[CH2:6][CH2:5][CH:4]([NH:7][C:8]([C:10]2[C:11]([C:16]3[CH:21]=[CH:20][C:19]([C:22]([F:25])([F:24])[F:23])=[CH:18][CH:17]=3)=[CH:12][CH:13]=[CH:14][CH:15]=2)=[O:9])[CH2:3][CH2:2]1.Br[CH2:27][CH2:28][CH2:29][C:30]([CH3:42])([C:36]1[CH:41]=[CH:40][CH:39]=[CH:38][CH:37]=1)[CH2:31][C:32]([O:34][CH3:35])=[O:33].C(=O)([O-])[O-].[K+].[K+].O>CN(C)C=O>[CH3:42][C:30]([C:36]1[CH:37]=[CH:38][CH:39]=[CH:40][CH:41]=1)([CH2:29][CH2:28][CH2:27][N:1]1[CH2:6][CH2:5][CH:4]([NH:7][C:8]([C:10]2[C:11]([C:16]3[CH:17]=[CH:18][C:19]([C:22]([F:23])([F:24])[F:25])=[CH:20][CH:21]=3)=[CH:12][CH:13]=[CH:14][CH:15]=2)=[O:9])[CH2:3][CH2:2]1)[CH2:31][C:32]([O:34][CH3:35])=[O:33] |f:2.3.4|. Procedure details: 0.611 g (1.75 mmol) of 4′-trifluoromethyl-biphenyl-2-carboxylic acid-piperidin-4-yl-amide, 0.5 g (1.75 mmol) of methyl 5-bromo-2-methyl-2-phenyl-pentanecarboxylate and 0.8 g (5.7 mmol) of potassium carbonate are dissolved in 50 ml dimethylformamide and mixed with water. The mixture is stirred for 72 hours at 90° C. Then the reaction mixture is poured onto water, the precipitate is filtered off and dried. After column chromatography on silica gel (eluant: ethyl acetate) colourless crystals are le... Starting materials: Cl.NC1=CC=C(C=CC(=O)O)C=C1 (p-aminocinnamic acid hydrochloride), COC=1C=C(C(=O)Cl)C=C(C1OC)OC (3,4,5-trimethoxybenzoyl chloride). The product is COC=1C=C(C(=O)NC2=CC=C(C=CC(=O)O)C=C2)C=C(C1OC)OC (4-(3,4,5-Trimethoxybenzoylamino)-cinnamic acid). RXN SMILES: Cl.[NH2:2][C:3]1[CH:13]=[CH:12][C:6]([CH:7]=[CH:8][C:9]([OH:11])=[O:10])=[CH:5][CH:4]=1.[CH3:14][O:15][C:16]1[CH:17]=[C:18]([CH:22]=[C:23]([O:27][CH3:28])[C:24]=1[O:25][CH3:26])[C:19](Cl)=[O:20]>>[CH3:28][O:27][C:23]1[CH:22]=[C:18]([CH:17]=[C:16]([O:15][CH3:14])[C:24]=1[O:25][CH3:26])[C:19]([NH:2][C:3]1[CH:4]=[CH:5][C:6]([CH:7]=[CH:8][C:9]([OH:11])=[O:10])=[CH:12][CH:13]=1)=[O:20] |f:0.1|. Procedure: 4-(3,4,5-Trimethoxybenzoylamino)-cinnamic acid was prepared as described in Example 3 from 5 g (0.0271 mol) of p-aminocinnamic acid hydrochloride and 3,4,5-trimethoxybenzoyl chloride.